From a dataset of the Open Reaction Database (ORD), a public repository of structured organic reaction records. describe an organic reaction: reactants, conditions, products, and yield The reactants are ClC(=O)SCl (Chlorocarbonylsulfenyl chloride), CC(CC)O (2-butanol). The product is CC(CC)OC(=O)SCl ((1-methylpropoxycarbonyl)sulfenyl chloride). Isolated yield 39.1%. RXN SMILES: Cl[C:2]([S:4][Cl:5])=[O:3].[CH3:6][CH:7]([OH:10])[CH2:8][CH3:9]>>[CH3:6][CH:7]([O:10][C:2]([S:4][Cl:5])=[O:3])[CH2:8][CH3:9]. Procedure: Chlorocarbonylsulfenyl chloride (13.1 g, 0.1 mol) was mixed with 2-butanol (6.7 g, 0.09 mol)and warmed to about 35° to 40° C. for one hour. Distillation resulted in the tithe compound (5.93 g) Bp. 70° C./0.8 mm Hg. NMR spectrum was consistent with the structure. Reactants: C(C)(C)(C)OC(N[C@@H]1C[C@H](C1)N1C(N(C=2C1=NC=C(N2)Br)C2CC2)=O)=O (tert-butyl(trans-3-(5-bromo-3-cyclopropyl-2-oxo-2,3-dihydro-1H-imidazo[4,5-b]pyrazin-1-yl)cyclobutyl)carbamate), Cl (hydrogen chloride), solution. Solvent: O1CCOCC1 (dioxane), O1CCOCC1 (1,4-dioxane). Reaction conditions: time 8 hour. Yields the product Cl.N[C@@H]1C[C@H](C1)N1C(N(C=2C1=NC=C(N2)Br)C2CC2)=O (1-(trans-3-aminocyclobutyl)-5-bromo-3-cyclopropyl-1H-imidazo[4,5-b]pyrazin-2(3H)-one hydrochloride). RXN SMILES: C(OC(=O)[NH:7][C@H:8]1[CH2:11][C@H:10]([N:12]2[C:16]3=[N:17][CH:18]=[C:19]([Br:21])[N:20]=[C:15]3[N:14]([CH:22]3[CH2:24][CH2:23]3)[C:13]2=[O:25])[CH2:9]1)(C)(C)C.[ClH:27]>O1CCOCC1>[ClH:27].[NH2:7][C@H:8]1[CH2:11][C@H:10]([N:12]2[C:16]3=[N:17][CH:18]=[C:19]([Br:21])[N:20]=[C:15]3[N:14]([CH:22]3[CH2:23][CH2:24]3)[C:13]2=[O:25])[CH2:9]1 |f:3.4|. Procedure: To a room temperature slurry of tert-butyl(trans-3-(5-bromo-3-cyclopropyl-2-oxo-2,3-dihydro-1H-imidazo[4,5-b]pyrazin-1-yl)cyclobutyl)carbamate (0.556 g, 1.31 mmol) in dioxane (10 mL) was added hydrogen chloride, 4.0M solution in 1,4-dioxane (5.0 mL, 20.00 mmol). After stirring overnight the reaction was filtered and the precipitate was washed with Et2O to give 430 mg of a white amorphous solid. ESI MS 323.9, 325.9 [M+1]. The reactants are [Br-], CC(C)c1ccc(Br)cc1, C=CCOc1ccc([N+](=O)[O-])c(C=O)c1, C1CCOC1, CC(C)c1ccc([Mg+])cc1, [Cl-], [Mg], [NH4+]. Yields the product C=CCOc1ccc([N+](=O)[O-])c(C(O)c2ccc(C(C)C)cc2)c1. RXN SMILES: [Br-:1].[Br:13][c:14]1[cH:15][cH:16][c:17]([CH:18]([CH3:19])[CH3:20])[cH:21][cH:22]1.[CH2:23]([CH:24]=[CH2:25])[O:26][c:27]1[cH:28][cH:29][c:30]([N+:35](=[O:36])[O-:37])[c:31]([CH:32]=[O:33])[cH:34]1.[CH2:40]1[O:41][CH2:42][CH2:43][CH2:44]1.[CH:2]([CH3:3])([CH3:4])[c:5]1[cH:6][cH:7][c:8]([Mg+:11])[cH:9][cH:10]1.[Cl-:38].[Mg:12].[NH4+:39]>>[CH:2]([CH3:3])([CH3:4])[c:5]1[cH:6][cH:7][c:8]([CH:32]([c:31]2[c:30]([N+:35](=[O:36])[O-:37])[cH:29][cH:28][c:27]([O:26][CH2:23][CH:24]=[CH2:25])[cH:34]2)[OH:33])[cH:9][cH:10]1. Reactants: CCI, COc1ccc(-c2cc(=Nc3c(C)cc(C)cc3C)n(C)c(=O)[nH]2)cc1OC, CC(C)(C)[O-], CN(C)C=O, [K+], [K+], [OH-]. The product is CCOc1nc(-c2ccc(OC)c(OC)c2)cc(=Nc2c(C)cc(C)cc2C)n1C. RXN SMILES: [CH2:31]([CH3:32])[I:33].[CH3:1][O:2][c:3]1[cH:4][c:5](-[c:11]2[cH:12][c:13](=[N:19][c:20]3[c:21]([CH3:28])[cH:22][c:23]([CH3:27])[cH:24][c:25]3[CH3:26])[n:14]([CH3:18])[c:15](=[O:17])[nH:16]2)[cH:6][cH:7][c:8]1[O:9][CH3:10].[CH3:34][C:35]([CH3:36])([O-:37])[CH3:38].[CH3:40][N:41]([CH3:42])[CH:43]=[O:44].[K+:30].[K+:39].[OH-:29]>>[CH3:1][O:2][c:3]1[cH:4][c:5](-[c:11]2[cH:12][c:13](=[N:19][c:20]3[c:21]([CH3:28])[cH:22][c:23]([CH3:27])[cH:24][c:25]3[CH3:26])[n:14]([CH3:18])[c:15]([O:17][CH2:31][CH3:32])[n:16]2)[cH:6][cH:7][c:8]1[O:9][CH3:10].